This data is from the Open Reaction Database (ORD), a public repository of structured organic reaction records. The task is: describe an organic reaction: reactants, conditions, products, and yield The reactants are di-TFA, C(C1=CC=CC=C1)N1CCC(CC1)C(C(CCC1=CC=CC=C1)C=O)=O (1-(1-Benzylpiperidin-4-yl)-2-formyl-4-phenylbutan-1-one), C(C(=O)O)(=O)O.C(C)NN (ethylhydrazine oxalate). Run in CO (methanol). The product is C1(=CC=CC=C1)CCC=1C=NN(C1C1CCN(CC1)CC1=CC=CC=C1)CC (4-(4-(2-Phenyleth-1-yl)-1-ethyl-(1H)-pyrazol-5-yl)-1-benzylpiperidine). Isolated yield 55.0%. Reaction SMILES: [CH2:1]([N:8]1[CH2:13][CH2:12][CH:11]([C:14](=O)[CH:15]([CH:24]=O)[CH2:16][CH2:17][C:18]2[CH:23]=[CH:22][CH:21]=[CH:20][CH:19]=2)[CH2:10][CH2:9]1)[C:2]1[CH:7]=[CH:6][CH:5]=[CH:4][CH:3]=1.C(O)(=O)C(O)=O.[CH2:33]([NH:35][NH2:36])[CH3:34]>CO>[C:18]1([CH2:17][CH2:16][C:15]2[CH:24]=[N:36][N:35]([CH2:33][CH3:34])[C:14]=2[CH:11]2[CH2:12][CH2:13][N:8]([CH2:1][C:2]3[CH:7]=[CH:6][CH:5]=[CH:4][CH:3]=3)[CH2:9][CH2:10]2)[CH:23]=[CH:22][CH:21]=[CH:20][CH:19]=1 |f:1.2|. Procedure: di-TFA salt A solution of 1-(1-benzylpiperidin-4-yl)-2-formyl-4-phenyl-1-butanone from Step E (76.5 mg) and ethylhydrazine oxalate (45 mg) in methanol (4 mL) was heated at 45° C. for 15.5 h. The solvent was removed under reduced pressure. The residue was purified by preparative reverse-phase IHPLC using a 9.4×250 mm Semi-preparative Zorbax SB-C18 column with 30-50% acetonitrile gradient in water having 0.5% (v/v) TFA over 15 min at 7.1 mL per min to give the title compound (45 mg) as the faster-... Reactants: BrC1=CC=C2C=CNC2=C1 (6-bromoindole), OB(C1=CC=C(C(=O)O)C=C1)O (4-(dihydroxyboryl)benzoic acid), C(Cl)Cl (CH2Cl2), C(=O)([O-])[O-].[Na+].[Na+] (Na2CO3). The reagents and catalysts are C1=CC=C(C=C1)P([C-]2C=CC=C2)C3=CC=CC=C3.C1=CC=C(C=C1)P([C-]2C=CC=C2)C3=CC=CC=C3.Cl[Pd]Cl.[Fe+2] (Pd(dppf)Cl2). Run in C(C)O (ethanol), CN(C)C=O (DMF). Run at temperature 100 celsius, time 16 hour. Product: N1C=CC2=CC=C(C=C12)C1=CC=C(C(=O)O)C=C1 (4-(1H-indol-6-yl)benzoic acid). RXN SMILES: Br[C:2]1[CH:10]=[C:9]2[C:5]([CH:6]=[CH:7][NH:8]2)=[CH:4][CH:3]=1.OB(O)[C:13]1[CH:21]=[CH:20][C:16]([C:17]([OH:19])=[O:18])=[CH:15][CH:14]=1.C(Cl)Cl.C([O-])([O-])=O.[Na+].[Na+]>C(O)C.CN(C=O)C.C1C=CC(P(C2C=CC=CC=2)[C-]2C=CC=C2)=CC=1.C1C=CC(P(C2C=CC=CC=2)[C-]2C=CC=C2)=CC=1.Cl[Pd]Cl.[Fe+2]>[NH:8]1[C:9]2[C:5](=[CH:4][CH:3]=[C:2]([C:13]3[CH:21]=[CH:20][C:16]([C:17]([OH:19])=[O:18])=[CH:15][CH:14]=3)[CH:10]=2)[CH:6]=[CH:7]1 |f:3.4.5,8.9.10.11|. Reported procedure: A mixture of 6-bromoindole (480 mg, 2.45 mmol), 4-(dihydroxyboryl)benzoic acid (406 mg, 2.45 mmol), Pd(dppf)Cl2.CH2Cl2 (10 mg, 0.01 mmol), and 2M Na2CO3 (5.6 mL, 11.2 mmol) in a mixture of ethanol (4 mL) and DMF (7 mL) was heated to 100° C., stirred for 16 hours, filtered, and concentrated. The concentrate was dissolved in ethyl acetate, washed sequentially with 1M H3PO4, water, and brine, dried (MgSO4), filtered, and concentrated. The concentrate was purified by flash column chromatography on s... Starting materials: OCCN (2-Hydroxyethylamine), C(C1=CC=CC=C1)Br (benzyl bromide). Product: C(C1=CC=CC=C1)NCCO (N-benzyl-N-(2-hydroxyethyl)amine). Reaction SMILES: [OH:1][CH2:2][CH2:3][NH2:4].[CH2:5](Br)[C:6]1[CH:11]=[CH:10][CH:9]=[CH:8][CH:7]=1>>[CH2:5]([NH:4][CH2:3][CH2:2][OH:1])[C:6]1[CH:11]=[CH:10][CH:9]=[CH:8][CH:7]=1. Procedure: 2-Hydroxyethylamine was reacted with benzyl bromide according to Method B2a to give N-benzyl-N-(2-hydroxyethyl)amine. The alcohol was reacted with SOCl2 according to Method B7c to give N-benzyl-N-(2-chloroethyl)ammonium chloride. The chloroethylamine was reacted with 3-chloro-2-methylphenyl isothiocyanate to give 2-(3-chloro-2-methylphenylimino)-3-benzyl-1,3-thiazolidine.